Dataset: the Open Reaction Database (ORD), a public repository of structured organic reaction records. Task: describe an organic reaction: reactants, conditions, products, and yield Reactants: COC1=C(CNC2CCC(CC2)N(C(OC(C)(C)C)=O)C)C=C(C=C1)C1=CC(=NC=C1)C (tert-Butyl {4-[2-methoxy-5-(2-methyl-pyridin-4-yl)-benzylamino]-cyclohexyl}-methyl-carbamate), ClC=1C2=C(SC1C(=O)Cl)C=CC=C2 (3-chlorobenzo-[b]thiophene-2-carbonyl chloride). The product is Cl.Cl.COC1=C(CN(C(=O)C2=C(C3=C(S2)C=CC=C3)Cl)C3CCC(CC3)NC)C=C(C=C1)C1=CC(=NC=C1)C (3-Chloro-benzo[b]thiophene-2-carboxylic acid [2-methoxy-5-(2-methyl-pyridin-4-yl)-benzyl]-(4-methylamino-cyclohexyl)-amide dihydrochloride). The yield is 123.5%. Reaction SMILES: [CH3:1][O:2][C:3]1[CH:25]=[CH:24][C:23]([C:26]2[CH:31]=[CH:30][N:29]=[C:28]([CH3:32])[CH:27]=2)=[CH:22][C:4]=1[CH2:5][NH:6][CH:7]1[CH2:12][CH2:11][CH:10]([N:13]([CH3:21])C(=O)OC(C)(C)C)[CH2:9][CH2:8]1.[Cl:33][C:34]1[C:35]2[CH:45]=[CH:44][CH:43]=[CH:42][C:36]=2[S:37][C:38]=1[C:39](Cl)=[O:40]>>[ClH:33].[ClH:33].[CH3:1][O:2][C:3]1[CH:25]=[CH:24][C:23]([C:26]2[CH:31]=[CH:30][N:29]=[C:28]([CH3:32])[CH:27]=2)=[CH:22][C:4]=1[CH2:5][N:6]([CH:7]1[CH2:12][CH2:11][CH:10]([NH:13][CH3:21])[CH2:9][CH2:8]1)[C:39]([C:38]1[S:37][C:36]2[CH:42]=[CH:43][CH:44]=[CH:45][C:35]=2[C:34]=1[Cl:33])=[O:40] |f:2.3.4|. Procedure details: Biaryl amine 88 (250 mg, 0.57 mmol) is treated with 3-chlorobenzo-[b]thiophene-2-carbonyl chloride (157 mg, 0.68 mmol) using Method D. The resultant amide (175 mg, 0.28 mmol) isolated after chromatography is then directly deprotected using Method F to afford the title compound. The reactants are C(C(C)C)C1=CC=C(C=C1)C(C(=O)O)C (2-(4-isobutyl-phenyl)-propionic acid), M−H+, ClC(COC(C(CC1=CC=C(C=C1)CO)SCCC1=CC=C(C=C1)F)=O)(Cl)Cl (2-[2-(4-fluoro-phenyl)-ethylsulfanyl]-3-(4-hydroxymethyl-phenyl)-propionic acid 2,2,2-trichloro-ethyl ester), example 7. Product: FC1=CC=C(C=C1)CCSC(C(=O)O)CC1=CC=C(C=C1)COC(C(C)C1=CC=C(C=C1)CC(C)C)=O (2-[2-(4-Fluoro-phenyl)-ethylsulfanyl]-3-{4-[2-(4-isobutyl-phenyl)-propionyloxymethyl]-phenyl}-propionic acid). RXN SMILES: [CH2:1]([C:5]1[CH:10]=[CH:9][C:8]([CH:11]([CH3:15])[C:12]([OH:14])=[O:13])=[CH:7][CH:6]=1)[CH:2]([CH3:4])[CH3:3].ClC(Cl)(Cl)C[O:19][C:20](=[O:41])[CH:21]([S:31][CH2:32][CH2:33][C:34]1[CH:39]=[CH:38][C:37]([F:40])=[CH:36][CH:35]=1)[CH2:22][C:23]1[CH:28]=[CH:27][C:26]([CH2:29]O)=[CH:25][CH:24]=1>>[F:40][C:37]1[CH:38]=[CH:39][C:34]([CH2:33][CH2:32][S:31][CH:21]([CH2:22][C:23]2[CH:24]=[CH:25][C:26]([CH2:29][O:13][C:12](=[O:14])[CH:11]([C:8]3[CH:7]=[CH:6][C:5]([CH2:1][CH:2]([CH3:4])[CH3:3])=[CH:10][CH:9]=3)[CH3:15])=[CH:27][CH:28]=2)[C:20]([OH:41])=[O:19])=[CH:35][CH:36]=1. Procedure: The title compound was prepared starting from 2-(4-isobutyl-phenyl)-propionic acid and 2-[2-(4-fluoro-phenyl)-ethylsulfanyl]-3-(4-hydroxymethyl-phenyl)-propionic acid 2,2,2-trichloro-ethyl ester in the same manner as described for example 7 (yield: 5.6 mg, 17%). 1H-NMR (300 MHz, CDCl3): δ 0.90 (d, 6H), 1.50 (d, 3H), 1.77-1.92 (m, 1H), 2.45 (d, 2H), 2.75-2.96 (m, 5H), 3.12-3.23 (m, 1H), 3.41-3.50 (m, 1H), 3.74 (q, 1H), 5.00-5.13 (m, 2H), 6.91-6.99 (m, 2H), 7.04-7.23 (m, 10H); Mass Spectrum: M−H+ ... Starting materials: Cl (Hydrochloric acid), [F-].C(CCC)[N+](CCCC)(CCCC)CCCC (Tetrabutylammonium fluoride), COC=1C=CC(=C2N3C(=NC21)N(CCC3)C=3C(=NC(=NC3C)OC)C)C=O (9-methoxy-1-(2-methoxy-4,6-dimethylpyrimidin-5-yl)-1,2,3,4-tetrahydropyrimido[1,2-a]benzimidazole-6-carbaldehyde), C[Si](C(F)(F)F)(C)C (trimethyl(trifluoromethyl)silane), C(O)([O-])=O.[Na+] (sodium hydrogen carbonate). The solvent is O1CCCC1 (tetrahydrofuran). Reaction conditions: temperature 0 celsius, time 70 minute. The product is FC(C(O)C1=CC=C(C2=C1N1C(=N2)N(CCC1)C=1C(=NC(=NC1C)OC)C)OC)(F)F (2,2,2-Trifluoro-1-[9-methoxy-1-(2-methoxy-4,6-dimethylpyrimidin-5-yl)-1,2,3,4-tetrahydropyrimido[1,2-a]benzimidazol-6-yl]ethanol). The yield is 40.3%. As a reaction SMILES: [F-].C([N+](CCCC)(CCCC)CCCC)CCC.[CH3:19][O:20][C:21]1[CH:22]=[CH:23][C:24]([CH:44]=[O:45])=[C:25]2[C:29]=1[N:28]=[C:27]1[N:30]([C:34]3[C:35]([CH3:43])=[N:36][C:37]([O:41][CH3:42])=[N:38][C:39]=3[CH3:40])[CH2:31][CH2:32][CH2:33][N:26]21.C[Si](C)(C)[C:48]([F:51])([F:50])[F:49].Cl.C(=O)([O-])O.[Na+]>O1CCCC1>[F:49][C:48]([F:51])([F:50])[CH:44]([C:24]1[C:25]2[N:26]3[CH2:33][CH2:32][CH2:31][N:30]([C:34]4[C:35]([CH3:43])=[N:36][C:37]([O:41][CH3:42])=[N:38][C:39]=4[CH3:40])[C:27]3=[N:28][C:29]=2[C:21]([O:20][CH3:19])=[CH:22][CH:23]=1)[OH:45] |f:0.1,5.6|. Procedure details: Tetrabutylammonium fluoride (1.0 M solution in tetrahydrofuran, 0.13 mL, 0.13 mmol) was added to a stirred solution of the 9-methoxy-1-(2-methoxy-4,6-dimethylpyrimidin-5-yl)-1,2,3,4-tetrahydropyrimido[1,2-a]benzimidazole-6-carbaldehyde (467 mg) and trimethyl(trifluoromethyl)silane (361 mg, 2.54 mmol) in tetrahydrofuran (5.0 mL) at 0° C., and the mixture was stirred at 0° C. for 30 min, at room temperature for 70 min. 1N Hydrochloric acid (5.0 mL) was added to the mixture at room temperature, and... Starting materials: C(C1=CC=CC=C1)(C1=CC=CC=C1)NC(N(C)C1CN(CC1)C(C1=CC=CC=C1)=O)=O (3-benzhydryl-1-(1-benzoyl-pyrrolidin-3-yl)-1-methyl-urea). The reagents and catalysts are [Pd] (Pd/C). Solvent: CO (CH3OH). Conditions: time 24 hour. The product is C(C1=CC=CC=C1)(C1=CC=CC=C1)NC(N([C@H]1CNCC1)C)=O ((R)-3-Benzhydryl-1-methyl-1-pyrrolidin-3-yl-urea). The yield is 116.4%. RXN SMILES: [CH:1]([NH:14][C:15](=[O:31])[N:16]([CH:18]1[CH2:22][CH2:21][N:20](C(=O)C2C=CC=CC=2)[CH2:19]1)[CH3:17])([C:8]1[CH:13]=[CH:12][CH:11]=[CH:10][CH:9]=1)[C:2]1[CH:7]=[CH:6][CH:5]=[CH:4][CH:3]=1>CO.[Pd]>[CH:1]([NH:14][C:15](=[O:31])[N:16]([CH3:17])[C@@H:18]1[CH2:22][CH2:21][NH:20][CH2:19]1)([C:2]1[CH:7]=[CH:6][CH:5]=[CH:4][CH:3]=1)[C:8]1[CH:9]=[CH:10][CH:11]=[CH:12][CH:13]=1. Reported procedure: To a solution of 3-benzhydryl-1-(1-benzoyl-pyrrolidin-3-yl)-1-methyl-urea (0.7 g, 1.75 mmol) in CH3OH (25 ml) was added Pd/C 20% (175 mg). The resulting slurry was hydrogenated at 50 psi for 24 hours. The catalyst was filtered through Celite and filtrate evaporated under reduced pressure to, give 0.63 g of desired product. Reactants: CCSC(CCCN1C(=O)c2ccccc2C1=O)(C(F)F)S(=O)CC, CC#N, [O-][Cl+3]([O-])([O-])O, O. Yields the product O=C(CCCN1C(=O)c2ccccc2C1=O)C(F)F. RXN SMILES: [CH2:1]([S:2][C:4]([S:3]([CH2:22][CH3:23])=[O:24])([CH2:5][CH2:6][CH2:7][N:8]1[C:9](=[O:18])[c:10]2[c:11]([cH:14][cH:15][cH:16][cH:17]2)[C:12]1=[O:13])[CH:19]([F:20])[F:21])[CH3:25].[CH3:32][C:33]#[N:34].[Cl+3:26]([O-:27])([OH:28])([O-:29])[O-:30].[OH2:31]>>[C:4]([CH2:5][CH2:6][CH2:7][N:8]1[C:9](=[O:18])[c:10]2[c:11]([cH:14][cH:15][cH:16][cH:17]2)[C:12]1=[O:13])([CH:19]([F:20])[F:21])=[O:27]. The reactants are C(C=C)(=O)N1C[C@H]([C@@H](CC1)N(C(C1=CC=C(C=C1)Cl)=O)C)C1=CC(=C(C=C1)Cl)Cl (N-[(3R,4R)-1-acryloyl-3-(3,4-dichlorophenyl)piperidin-4-yl]-4-chloro-N-methylbenzamide), C([O-])([O-])=O.[K+].[K+] (potassium carbonate), N1C(CCC1)=O (2-pyrrolidinone), O (water). Run in CN(C)C=O (DMF). Run at temperature 110 celsius, time 1 hour. Yields the product ClC1=CC=C(C(=O)N(C)[C@H]2[C@@H](CN(CC2)C(CCN2C(CCC2)=O)=O)C2=CC(=C(C=C2)Cl)Cl)C=C1 (4-chloro-N-{(3R,4R)-3-(3,4-dichlorophenyl)-1-[3-(2-oxopyrrolidin-1-yl)propanoyl]piperidin-4-yl}-N-methylbenzamide). Yield: 63.0%. As a reaction SMILES: [C:1]([N:5]1[CH2:10][CH2:9][C@@H:8]([N:11]([CH3:21])[C:12](=[O:20])[C:13]2[CH:18]=[CH:17][C:16]([Cl:19])=[CH:15][CH:14]=2)[C@H:7]([C:22]2[CH:27]=[CH:26][C:25]([Cl:28])=[C:24]([Cl:29])[CH:23]=2)[CH2:6]1)(=[O:4])[CH:2]=[CH2:3].C(=O)([O-])[O-].[K+].[K+].[NH:36]1[CH2:40][CH2:39][CH2:38][C:37]1=[O:41].O>CN(C=O)C>[Cl:19][C:16]1[CH:15]=[CH:14][C:13]([C:12]([N:11]([C@@H:8]2[CH2:9][CH2:10][N:5]([C:1](=[O:4])[CH2:2][CH2:3][N:36]3[CH2:40][CH2:39][CH2:38][C:37]3=[O:41])[CH2:6][C@H:7]2[C:22]2[CH:27]=[CH:26][C:25]([Cl:28])=[C:24]([Cl:29])[CH:23]=2)[CH3:21])=[O:20])=[CH:18][CH:17]=1 |f:1.2.3|. Procedure details: To a solution of the compound obtained in Example 588 (0.050 mg) in DMF (1 mL) were added potassium carbonate (0.0166 mg) and 2-pyrrolidinone (0.0093 mL), and the mixture was stirred at 110° C. for 1 hr. To the reaction mixture was added water, and the resultant product was extracted with ethyl acetate. The organic layer was washed with brine and dried, and the solvent was evaporated under reduced pressure. The obtained residue was purified by silica gel column chromatography (NH Chromatorex) (s... The reactants are ClC1=NC(=NC(=C1C#N)NCCO)NCCO (4-chloro-2,6-bis-(2-hydroxy-ethylamino)-pyrimidine-5-carbonitrile), Cl.Cl.C1(=C(C=CC=C1)N1CCNCC1)C (1-(o-tolyl)-piperazine dihydrochloride), C(C)N(C(C)C)C(C)C (N-ethyl-diisopropylamine). The solvent is O1CCOCC1 (dioxane). Yields the product OCCNC1=NC(=C(C(=N1)NCCO)C#N)N1CCN(CC1)C1=C(C=CC=C1)C (2,4-bis-(2-hydroxy-ethylamino)-6-(4-o-tolyl-piperazin-1-yl)-pyrimidine-5-carbonitrile). Reaction SMILES: Cl[C:2]1[C:7]([C:8]#[N:9])=[C:6]([NH:10][CH2:11][CH2:12][OH:13])[N:5]=[C:4]([NH:14][CH2:15][CH2:16][OH:17])[N:3]=1.Cl.Cl.[C:20]1([CH3:32])[CH:25]=[CH:24][CH:23]=[CH:22][C:21]=1[N:26]1[CH2:31][CH2:30][NH:29][CH2:28][CH2:27]1.C(N(C(C)C)C(C)C)C>O1CCOCC1>[OH:17][CH2:16][CH2:15][NH:14][C:4]1[N:5]=[C:6]([NH:10][CH2:11][CH2:12][OH:13])[C:7]([C:8]#[N:9])=[C:2]([N:29]2[CH2:30][CH2:31][N:26]([C:21]3[CH:22]=[CH:23][CH:24]=[CH:25][C:20]=3[CH3:32])[CH2:27][CH2:28]2)[N:3]=1 |f:1.2.3|. Procedure: In analogy to the procedure described in example 20b, 4-chloro-2,6-bis-(2-hydroxy-ethylamino)-pyrimidine-5-carbonitrile was treated with 1-(o-tolyl)-piperazine dihydrochloride in dioxane in the presence of N-ethyl-diisopropylamine at 80° C. to yield 2,4-bis-(2-hydroxy-ethylamino)-6-(4-o-tolyl-piperazin-1-yl)-pyrimidine-5-carbonitrile as an amorphous, light brown solid; MS: [M+H]+=398. The reactants are C1=C(C=CC2=CC=CC=C12)[O-].[Na+] (sodium β-naphtholate), C1=C(C=CC2=CC=CC=C12)[O-].[Na+] (sodium-β -naphtholate), S(=O)([O-])[O-].[Na+].[Na+] (sodium sulfite), S(=O)([O-])[O-].[Na+].[Na+] (sodium sulfite), C1=C(C=CC2=CC=CC=C12)[O-].[Na+] (sodium β-naphtholate), C(=O)=O (carbon dioxide). Run in CC1(CCC2=CC=CC=C12)C1=CC=CC=C1 (methylphenylindan), CC1(CCC2=CC=CC=C12)C1=CC=CC=C1 (methylphenylindan). Product: OC1=CC2=CC=CC=C2C=C1C(=O)O (2-hydroxynaphthalene-3-carboxylic acid). Reaction SMILES: [CH:1]1[C:10]2[C:5](=[CH:6][CH:7]=[CH:8][CH:9]=2)[CH:4]=[CH:3][C:2]=1[O-:11].[Na+].S([O-])([O-])=O.[Na+].[Na+].[C:19](=[O:21])=[O:20]>CC1(C2C=CC=CC=2)C2C(=CC=CC=2)CC1>[OH:11][C:2]1[C:3]([C:19]([OH:21])=[O:20])=[CH:4][C:5]2[C:10](=[CH:9][CH:8]=[CH:7][CH:6]=2)[CH:1]=1 |f:0.1,2.3.4|. Procedure details: 204 parts of technical sodium β-naphtholate melt containing 100 parts of sodium-β -naphtholate and 100 parts of sodium sulfite is stirred at 250° to 260° C. with 150 parts of methylphenylindan for fifteen minutes. The undissolved sodium sulfite is allowed to settle and the hot solution of sodium β-naphtholate in methylphenylindan at 260° C. is pumped into a stirred autoclave which has been preheated to 255° C. The autoclave is closed and at an internal temperature of 255° C. dry carbon dioxide i... Starting materials: ClC=1C(=NC2=CC=CC(=C2N1)C1=CC=2C(NCCC2N1)=O)C (2-(3-chloro-2-methylquinoxalin-5-yl)-6,7-dihydro-1H-pyrrolo[3,2-c]pyridin-4(5H)-one), C1(=C(C=CC=C1)B(O)O)C (o-tolylboronic acid), C(=O)([O-])[O-].[Na+].[Na+] (Na2CO3), CO.C(Cl)Cl (MeOH DCM). Reagents/catalysts: C=1C=CC(=CC1)[P](C=2C=CC=CC2)(C=3C=CC=CC3)[Pd]([P](C=4C=CC=CC4)(C=5C=CC=CC5)C=6C=CC=CC6)([P](C=7C=CC=CC7)(C=8C=CC=CC8)C=9C=CC=CC9)[P](C=1C=CC=CC1)(C=1C=CC=CC1)C=1C=CC=CC1 (Pd(PPh3)4). Solvent: O1CCOCC1 (1,4-dioxane), O (water). Conditions: temperature 100 celsius, time 45 minute. Yields the product CC1=NC2=CC=CC(=C2N=C1C1=C(C=CC=C1)C)C1=CC=2C(NCCC2N1)=O (2-(2-methyl-3-(o-tolyl)quinoxalin-5-yl)-6,7-dihydro-1H-pyrrolo[3,2-c]pyridin-4(5H)-one). Yield: 91.9%. As a reaction SMILES: Cl[C:2]1[C:3]([CH3:22])=[N:4][C:5]2[C:10]([N:11]=1)=[C:9]([C:12]1[NH:20][C:19]3[CH2:18][CH2:17][NH:16][C:15](=[O:21])[C:14]=3[CH:13]=1)[CH:8]=[CH:7][CH:6]=2.[C:23]1([CH3:32])[CH:28]=[CH:27][CH:26]=[CH:25][C:24]=1B(O)O.C([O-])([O-])=O.[Na+].[Na+].CO.C(Cl)Cl>O1CCOCC1.O.C1C=CC([P]([Pd]([P](C2C=CC=CC=2)(C2C=CC=CC=2)C2C=CC=CC=2)([P](C2C=CC=CC=2)(C2C=CC=CC=2)C2C=CC=CC=2)[P](C2C=CC=CC=2)(C2C=CC=CC=2)C2C=CC=CC=2)(C2C=CC=CC=2)C2C=CC=CC=2)=CC=1>[CH3:22][C:3]1[C:2]([C:24]2[CH:25]=[CH:26][CH:27]=[CH:28][C:23]=2[CH3:32])=[N:11][C:10]2[C:5](=[CH:6][CH:7]=[CH:8][C:9]=2[C:12]2[NH:20][C:19]3[CH2:18][CH2:17][NH:16][C:15](=[O:21])[C:14]=3[CH:13]=2)[N:4]=1 |f:2.3.4,5.6,^1:54,56,75,94|. Procedure: A solution of 2-(3-chloro-2-methylquinoxalin-5-yl)-6,7-dihydro-1H-pyrrolo[3,2-c]pyridin-4(5H)-one (Example 425; 50.3 mg, 0.161 mmol), o-tolylboronic acid (Aldrich; 32.8 mg, 0.241 mmol), Na2CO3 (51.1 mg, 0.482 mmol), and Pd(PPh3)4 (Strem Chemicals, Inc.; 9.29 mg, 8.04 μmol) in a mixture of 1,4-dioxane (1.5 mL) and water (0.500 mL) was stirred under argon at 100° C. for 45 min. The mixture was concentrated onto silica gel and chromatographically purified (silica gel, 50-100% EtOAc/hexanes, then 0-...